From a dataset of the Open Reaction Database (ORD), a public repository of structured organic reaction records. describe an organic reaction: reactants, conditions, products, and yield Starting materials: [Al+3], CCOCC, Cc1ccc(Cl)cc1C#N, [H-], [H-], [H-], [H-], [Li+], [Na+], [OH-], O. The product is Cc1ccc(Cl)cc1CN. RXN SMILES: [Al+3:2].[CH3:20][CH2:21][O:22][CH2:23][CH3:24].[Cl:7][c:8]1[cH:9][cH:10][c:11]([CH3:16])[c:12]([C:13]#[N:14])[cH:15]1.[H-:1].[H-:4].[H-:5].[H-:6].[Li+:3].[Na+:19].[OH-:18].[OH2:17]>>[Cl:7][c:8]1[cH:9][cH:10][c:11]([CH3:16])[c:12]([CH2:13][NH2:14])[cH:15]1.